From a dataset of the Open Reaction Database (ORD), a public repository of structured organic reaction records. describe an organic reaction: reactants, conditions, products, and yield Reactants: [BH4-], COC(OC)OC, CO, O=Cc1cccc([N+](=O)[O-])c1, NCCCO, [Na+]. Product: O=[N+]([O-])c1cccc(CNCCCO)c1. RXN SMILES: [BH4-:24].[CH3:12][O:13][CH:14]([O:15][CH3:16])[O:17][CH3:18].[CH3:26][OH:27].[N+:1](=[O:2])([O-:3])[c:4]1[cH:5][c:6]([CH:7]=[O:8])[cH:9][cH:10][cH:11]1.[NH2:19][CH2:20][CH2:21][CH2:22][OH:23].[Na+:25]>>[N+:1](=[O:2])([O-:3])[c:4]1[cH:5][c:6]([CH2:7][NH:19][CH2:20][CH2:21][CH2:22][OH:23])[cH:9][cH:10][cH:11]1. The reactants are CC1=C(N=C(S1)C1=CC=CC=C1)COC1=CC=C(C=C1)CO ([4-[(5-methyl-2-phenyl-4-thiazolyl)methoxy]phenyl]methanol), [H-].[Na+] (sodium hydride), ClC1=NC=CC=C1C#N (2-chloro-3-cyanopyridine), CN(C=O)C (N,N-dimethylformamide). Solvent: O (Water). Conditions: time 3 hour. Product: CC1=C(N=C(S1)C1=CC=CC=C1)COC1=CC=C(COC2=C(C#N)C=CC=N2)C=C1 (2-[4-[(5-methyl-2-phenyl-4-thiazolyl)methoxy]benzyloxy]nicotinonitrile). Yield: 76.8%. Reaction SMILES: [CH3:1][C:2]1[S:6][C:5]([C:7]2[CH:12]=[CH:11][CH:10]=[CH:9][CH:8]=2)=[N:4][C:3]=1[CH2:13][O:14][C:15]1[CH:20]=[CH:19][C:18]([CH2:21][OH:22])=[CH:17][CH:16]=1.Cl[C:24]1[C:29]([C:30]#[N:31])=[CH:28][CH:27]=[CH:26][N:25]=1.CN(C)C=O.[H-].[Na+]>O>[CH3:1][C:2]1[S:6][C:5]([C:7]2[CH:8]=[CH:9][CH:10]=[CH:11][CH:12]=2)=[N:4][C:3]=1[CH2:13][O:14][C:15]1[CH:16]=[CH:17][C:18]([CH2:21][O:22][C:24]2[N:25]=[CH:26][CH:27]=[CH:28][C:29]=2[C:30]#[N:31])=[CH:19][CH:20]=1 |f:3.4|. Procedure details: To admixture of [4-[(5-methyl-2-phenyl-4-thiazolyl)methoxy]phenyl]methanol (4.50 g), 2-chloro-3-cyanopyridine (1.91 g) and N,N-dimethylformamide (50 mL) was added sodium hydride (60%, oil, 0.66 g) under ice-cooling. The reaction mixture was stirred at room temperature for 3 hrs. Water was added to the reaction mixture and the mixture was extracted with ethyl acetate. The organic layer was washed with saturated brine, dried over anhydrous magnesium sulfate, and concentrated. The obtained residue ... The reactants are CC(=O)Oc1ccc(N(Cc2ccc(OCc3ccccc3)cc2)C(C)=O)cc1, CCO. Yields the product CC(=O)Oc1ccc(N(Cc2ccc(O)cc2)C(C)=O)cc1. RXN SMILES: [C:1]([CH3:2])(=[O:3])[O:4][c:5]1[cH:6][cH:7][c:8]([N:11]([CH2:12][c:13]2[cH:14][cH:15][c:16]([O:19][CH2:20][c:21]3[cH:22][cH:23][cH:24][cH:25][cH:26]3)[cH:17][cH:18]2)[C:27]([CH3:28])=[O:29])[cH:9][cH:10]1.[CH3:30][CH2:31][OH:32]>>[C:1]([CH3:2])(=[O:3])[O:4][c:5]1[cH:6][cH:7][c:8]([N:11]([CH2:12][c:13]2[cH:14][cH:15][c:16]([OH:19])[cH:17][cH:18]2)[C:27]([CH3:28])=[O:29])[cH:9][cH:10]1. The reactants are Cl (Hydrochloric acid), C(C)O (ethanol), C(C)OC(CC=1SC=2C(=CC3=C(C(C2C1)(C1CCN(CC1)C)O)C=CC=C3)OC)=O (Ethyl[4-hydroxy-10-methoxy-4-(1-methylpiperidin-4-yl)-4H-1-thiabenzo[f]azulen-2-yl]acetate), Cl (hydrochloric acid), [OH-].[Na+] (sodium hydroxide). Run in O (water). Conditions: time 8 hour. The product is CN1CCC(CC1)=C1C=2C=C(SC2C(CC2=C1C=CC=C2)=O)CC(=O)O ([4-(1-Methylpiperidin-4-ylidene)-10-oxo-9,10-dihydro-4H-1-thiabenzo[f]azulen-2-yl]acetic acid). The yield is 39.4%. As a reaction SMILES: Cl.C(O)C.C([O:7][C:8](=[O:34])[CH2:9][C:10]1[S:11][C:12]2[C:13]([O:32]C)=[CH:14][C:15]3[CH:31]=[CH:30][CH:29]=[CH:28][C:16]=3[C:17](O)([CH:20]3[CH2:25][CH2:24][N:23]([CH3:26])[CH2:22][CH2:21]3)[C:18]=2[CH:19]=1)C.[OH-].[Na+]>O>[CH3:26][N:23]1[CH2:22][CH2:21][C:20](=[C:17]2[C:16]3[CH:28]=[CH:29][CH:30]=[CH:31][C:15]=3[CH2:14][C:13](=[O:32])[C:12]3[S:11][C:10]([CH2:9][C:8]([OH:34])=[O:7])=[CH:19][C:18]2=3)[CH2:25][CH2:24]1 |f:3.4|. Procedure details: Hydrochloric acid (8 mL) was added to an ethanol (24 mL) solution of the compound obtained in Example 16 (2.0 g, 4.7 mmol), and the mixture was refluxed while heating overnight. The solvents were distilled off, water (20 mL) and sodium hydroxide (0.8 g, 20 mmol) were then added to the residue, and the mixture was stirred at room temperature overnight. The property of the solution is adjusted to a pH of 6.5 with hydrochloric acid, and the precipitated crystals were separated by filtration and dri... RXN SMILES: [OH2:1].[SH-:2].[Na+].CC1C=CC(S(O[CH:15]([C:53]#[N:54])[CH2:16][C:17]2[C:25]3[C:20](=[N:21][C:22]([N:27]([C:35]([O:37][C:38]([CH3:41])([CH3:40])[CH3:39])=[O:36])[C:28]([O:30][C:31]([CH3:34])([CH3:33])[CH3:32])=[O:29])=[N:23][C:24]=3Cl)[N:19]([CH2:42][C:43]3[C:48]([CH3:49])=[C:47](OC)[C:46]([CH3:52])=[CH:45][N:44]=3)[N:18]=2)(=O)=O)=CC=1.[CH3:55]N(C)C=O>>[C:53]([CH:15]1[CH2:16][C:17]2[C:25]3[C:20]([N:19]([CH2:42][C:43]4[C:48]([CH3:49])=[C:47]([O:1][CH3:55])[C:46]([CH3:52])=[CH:45][N:44]=4)[N:18]=2)=[N:21][C:22]([N:27]([C:28]([O:30][C:31]([CH3:32])([CH3:34])[CH3:33])=[O:29])[C:35]([O:37][C:38]([CH3:39])([CH3:40])[CH3:41])=[O:36])=[N:23][C:24]=3[S:2]1)#[N:54] |f:0.1.2|. The product is C(#N)C1SC=2N=C(N=C3N(N=C(C1)C32)CC3=NC=C(C(=C3C)OC)C)N(C(=O)OC(C)(C)C)C(=O)OC(C)(C)C (Di-tert-butyl {7-cyano-2-[(4-methoxy-3,5-dimethylpyridin-2-yl)methyl]-7,8-dihydro-2H-6-thia-1,2,3,5-tetraazaacenaphthylen-4-yl}imidodicarbonate). Reported procedure: Sodium bisulfide monohydrate (58 mg) was added to a mixture composed of the above 2-{6-[bis(tert-butoxycarbonyl)amino]-4-chloro-1-[(4-methoxy-3,5-dimethylpyridin-2-yl)methyl]-1H-pyrazolo[3,4-d]pyrimidin-3-yl}-1-cyanoethyl 4-methylbenzenesulfonate (450 mg) and dehydrated N,N-dimethylformamide (8 mL) under cooling in an ice bath. Then, the ice bath was removed and the mixture was stirred for one hour. Potassium carbonate (84 mg) was added to the reaction mixture, followed by further stirring for 3... Yield: 81.0%. Reactants: O.[SH-].[Na+] (Sodium bisulfide monohydrate), CC1=CC=C(C=C1)S(=O)(=O)OC(CC1=NN(C2=NC(=NC(=C21)Cl)N(C(=O)OC(C)(C)C)C(=O)OC(C)(C)C)CC2=NC=C(C(=C2C)OC)C)C#N (2-{6-[bis(tert-butoxycarbonyl)amino]-4-chloro-1-[(4-methoxy-3,5-dimethylpyridin-2-yl)methyl]-1H-pyrazolo[3,4-d]pyrimidin-3-yl}-1-cyanoethyl 4-methylbenzenesulfonate), CN(C=O)C (N,N-dimethylformamide). Reaction conditions: time 1 hour.